From a dataset of the Open Reaction Database (ORD), a public repository of structured organic reaction records. describe an organic reaction: reactants, conditions, products, and yield Starting materials: C(C(=O)O)(=O)O (oxalic acid), O=C1CCC(CC1)C1=CC=C(OCCCN2CCCCC2)C=C1 (1-{3-[4-(4-oxocyclohexyl)phenoxy]propyl}piperidine), [BH4-].[Na+] (sodium borohydride). The solvent is C(C)O (ethanol), CO (methanol), C(C)O (ethanol). Conditions: time 2 day. Yields the product OC1CCC(CC1)C1=CC=C(OCCCN2CCCCC2)C=C1 (1-{3-[4-(4-hydroxycyclohexyl)phenoxy]propyl}piperidine). Isolated yield 50.5%. As a reaction SMILES: [O:1]=[C:2]1[CH2:7][CH2:6][CH:5]([C:8]2[CH:23]=[CH:22][C:11]([O:12][CH2:13][CH2:14][CH2:15][N:16]3[CH2:21][CH2:20][CH2:19][CH2:18][CH2:17]3)=[CH:10][CH:9]=2)[CH2:4][CH2:3]1.[BH4-].[Na+].C(O)(=O)C(O)=O>CO.C(O)C>[OH:1][CH:2]1[CH2:7][CH2:6][CH:5]([C:8]2[CH:23]=[CH:22][C:11]([O:12][CH2:13][CH2:14][CH2:15][N:16]3[CH2:17][CH2:18][CH2:19][CH2:20][CH2:21]3)=[CH:10][CH:9]=2)[CH2:4][CH2:3]1 |f:1.2|. Reported procedure: To a solution of 1-{3-[4-(4-oxocyclohexyl)phenoxy]propyl}piperidine (250 mg) in methanol (3 mL) is added sodium borohydride (15 mg). The mixture is stirred for two days at room temperature, then concentrated under reduced pressure and purified by column chromatography on silica gel (eluent dichloromethane/methanol/ammonia from 99.5/0.5/0.05 to 99/1/0.1) to give 179 mg of crude base which is dissolved in ethanol (2 mL). A solution of oxalic acid (50 g) in ethanol (1 mL) is added. A white precipit... Starting materials: C=CCCCCCC, Cc1ccccc1, C1COCCO1, ONc1ccccc1. Yields the product CCCCCC=CCNc1ccccc1. As a reaction SMILES: [CH2:7]=[CH:8][CH2:9][CH2:10][CH2:11][CH2:12][CH2:13][CH3:14].[CH3:23][c:24]1[cH:25][cH:26][cH:27][cH:28][cH:29]1.[O:1]1[CH2:2][CH2:3][O:4][CH2:5][CH2:6]1.[c:15]1([NH:21][OH:22])[cH:16][cH:17][cH:18][cH:19][cH:20]1>>[CH2:7]([CH:8]=[CH:9][CH2:10][CH2:11][CH2:12][CH2:13][CH3:14])[NH:21][c:15]1[cH:16][cH:17][cH:18][cH:19][cH:20]1.